Dataset: the Open Reaction Database (ORD), a public repository of structured organic reaction records. Task: describe an organic reaction: reactants, conditions, products, and yield The reactants are C(C)(C)(C)OC(=O)CN1C=NC(=C1CN=[N+]=[N-])C (1-t-butoxycarbonylmethyl-4-methyl-5-azidomethylimidazole). Reagents/catalysts: [Pd] (palladium on carbon). The solvent is C(C)(=O)OCC (ethyl acetate). Conditions: time 3 hour. Yields the product C(C)(C)(C)OC(=O)CN1C=NC(=C1CN)C (1-t-Butoxycarbonylmethyl-4-methyl-5-aminomethylimidazole). Reaction SMILES: [C:1]([O:5][C:6]([CH2:8][N:9]1[C:13]([CH2:14][N:15]=[N+]=[N-])=[C:12]([CH3:18])[N:11]=[CH:10]1)=[O:7])([CH3:4])([CH3:3])[CH3:2]>C(OCC)(=O)C.[Pd]>[C:1]([O:5][C:6]([CH2:8][N:9]1[C:13]([CH2:14][NH2:15])=[C:12]([CH3:18])[N:11]=[CH:10]1)=[O:7])([CH3:4])([CH3:3])[CH3:2]. Reported procedure: A solution of 1-t-butoxycarbonylmethyl-4-methyl-5-azidomethylimidazole (2.9 g) in ethyl acetate (100 ml) containing 10% palladium on carbon (1.5 g) was stirred at room temperature under an atmosphere of hydrogen for 3 h. After removal of the catalyst by filtration through Celite, the filtrate was concentrated to give the amine as a colorless oil: 1H NMR (CD3OD) d 1.48 (s, 9 H), 2.19 (s, 3 H), 3.69 (s, 2 H), 4.81 (s, 2 H), 7.49 (s, 1 H). The reactants are C(#N)CC1(CCN(CC1)C(=O)OC(C)(C)C)N1N=CC(=C1)C1=NC(=CC=2N1C=CN2)C=2C=NN(C2)C (Tert-butyl 4-(cyanomethyl)-4-(4-(7-(1-methyl-1H-pyrazol-4-yl)imidazo[1,2-c]pyrimidin-5-yl)-1H-pyrazol-1-yl)piperidine-1-carboxylate), C(Cl)Cl (DCM), Cl (HCl), O1CCOCC1 (dioxane). Run at time 90 minute. Product: Cl.CN1N=CC(=C1)C1=CC=2N(C(=N1)C=1C=NN(C1)C1(CCNCC1)CC#N)C=CN2 (2-(4-(4-(7-(1-methyl-1H-pyrazol-4-yl)imidazo[1,2-c]pyrimidin-5-yl)-1H-pyrazol-1-yl)piperidin-4-yl)acetonitrile hydrochloride). Isolated yield 107.8%. RXN SMILES: [C:1]([CH2:3][C:4]1([N:17]2[CH:21]=[C:20]([C:22]3[N:27]4[CH:28]=[CH:29][N:30]=[C:26]4[CH:25]=[C:24]([C:31]4[CH:32]=[N:33][N:34]([CH3:36])[CH:35]=4)[N:23]=3)[CH:19]=[N:18]2)[CH2:9][CH2:8][N:7](C(OC(C)(C)C)=O)[CH2:6][CH2:5]1)#[N:2].C(Cl)[Cl:38].Cl.O1CCOCC1>>[ClH:38].[CH3:36][N:34]1[CH:35]=[C:31]([C:24]2[N:23]=[C:22]([C:20]3[CH:19]=[N:18][N:17]([C:4]4([CH2:3][C:1]#[N:2])[CH2:5][CH2:6][NH:7][CH2:8][CH2:9]4)[CH:21]=3)[N:27]3[CH:28]=[CH:29][N:30]=[C:26]3[CH:25]=2)[CH:32]=[N:33]1 |f:4.5|. Procedure: Tert-butyl 4-(cyanomethyl)-4-(4-(7-(1-methyl-1H-pyrazol-4-yl)imidazo[1,2-c]pyrimidin-5-yl)-1H-pyrazol-1-yl)piperidine-1-carboxylate (Example 21; 17 mg, 0.035 mmol) was dissolved in DCM (170 μL, 0.035 mmol) and treated with 4N HCl in dioxane (170 μL, 0.70 mmol). After 90 minutes, the reaction mixture was concentrated in vacuo to afford 2-(4-(4-(7-(1-methyl-1H-pyrazol-4-yl)imidazo[1,2-c]pyrimidin-5-yl)-1H-pyrazol-1-yl)piperidin-4-yl)acetonitrile hydrochloride (16 mg, 98% yield). MS (apci) m/z=388....